describe an organic reaction: reactants, conditions, products, and yield From a dataset of the Open Reaction Database (ORD), a public repository of structured organic reaction records. Reactants: ClC1=CC(=CC=C1)C(=O)OO (m-Chloroperbenzoic acid), COCOCC(=C)C (3-methoxymethoxy-2-methyl-1-propene), C(O)([O-])=O.[Na+] (Sodium hydrogencarbonate), O (water). The solvent is C(Cl)Cl (methylene chloride), C(Cl)Cl (methylene chloride). Reaction conditions: time 6 hour. Product: COCOCC1(OC1)C (2-methoxymethoxymethyl-2-methyloxirane). Yield: 61.3%. RXN SMILES: ClC1C=CC=C(C(OO)=[O:9])C=1.[CH3:12][O:13][CH2:14][O:15][CH2:16][C:17]([CH3:19])=[CH2:18].C(=O)([O-])O.[Na+].O>C(Cl)Cl>[CH3:12][O:13][CH2:14][O:15][CH2:16][C:17]1([CH3:19])[CH2:18][O:9]1 |f:2.3|. Reported procedure: m-Chloroperbenzoic acid (22.7 g, 92 mmol) was gradually added to a solution of 3-methoxymethoxy-2-methyl-1-propene (9.7 g, 84 mmol) prepared in Reference Example 176 in methylene chloride (200 ml) while cooling in an ice-bath and the mixture was stirred at room temperature for 6 hours. Sodium hydrogencarbonate (14.1 g, 168 mmol), water and methylene chloride were added to the reaction mixture, which was stirred for a while. The organic layer was separated, washed with sodium hydrogencarbonate aq... Starting materials: NC1=C(C=C(CCCCP(OCC)=O)C=C1)OC (ethyl (4-amino-3-methoxybenzyl)propylphosphinate), ClC1=NC(=NC=C1C(F)(F)F)NC1=C(C=C(CP(OCC)(OCC)=O)C=C1)OC (diethyl (4-{[4-chloro-5-(trifluoromethyl)pyrimidin-2-yl]amino}-3-methoxybenzyl)phosphonate), NC1=C(C=C(CCCCP(OCC)=O)C=C1)OC (ethyl (4-amino-3-methoxybenzyl)propylphosphinate). Product: ClC1=NC(=NC=C1C(F)(F)F)NC1=C(C=C(CCCCP(OCC)=O)C=C1)OC (Ethyl (4-{[4-chloro-5-(trifluoromethyl)pyrimidin-2-yl]amino}-3-methoxybenzyl)propylphosphinate), white foam. Isolated yield 67.0%. RXN SMILES: [Cl:1][C:2]1[C:7]([C:8]([F:11])([F:10])[F:9])=[CH:6][N:5]=[C:4]([NH:12][C:13]2[CH:27]=[CH:26][C:16](CP(=O)(OCC)OCC)=[CH:15][C:14]=2[O:28][CH3:29])[N:3]=1.NC1C=CC([CH2:35][CH2:36][CH2:37][CH2:38][PH:39](=[O:43])[O:40][CH2:41][CH3:42])=CC=1OC>>[Cl:1][C:2]1[C:7]([C:8]([F:10])([F:11])[F:9])=[CH:6][N:5]=[C:4]([NH:12][C:13]2[CH:27]=[CH:26][C:16]([CH2:35][CH2:36][CH2:37][CH2:38][PH:39](=[O:43])[O:40][CH2:41][CH3:42])=[CH:15][C:14]=2[O:28][CH3:29])[N:3]=1. Reported procedure: Prepared analogously to Compound 1E replacing compound 1F with ethyl (4-amino-3-methoxybenzyl)propylphosphinate (Compound 37D, 0.971 g, 3.58 mmol). The crude material was purified on a Teledyne ISCO Combiflash® Rf system using DCM/MeOH (100:0→95:5) as eluent to afford the title compound as 1.08 g of a white foam (67%). MS (ESI): m/z 452.10 [M+H]+. UPLC: tR=1.10 min (polar—2 min).